Task: describe an organic reaction: reactants, conditions, products, and yield. Dataset: the Open Reaction Database (ORD), a public repository of structured organic reaction records Product: Cl.C(C)(=O)NC1(CCN(CC1)C[C@H]1[C@](C1)(C(=O)O)C1=CC(=C(C=C1)Cl)Cl)C1=CC=CC=C1 ((1S,2R)-2-(4-Acetylamino-4-phenyl-piperidin-1-ylmethyl)-1-(3,4-dichlorophenyl)cyclopropanecarboxylic acid hydrochloride). The solvent is CO (methanol), O (water). Reactants: [OH-].[Li+] (Lithium hydroxide), Cl (hydrochloric acid), oxalate salt, COC(=O)[C@@]1([C@@H](C1)CN1CCC(CC1)(C1=CC=CC=C1)NC(C)=O)C1=CC(=C(C=C1)Cl)Cl ((1S,2R)-2-(4-Acetylamino-4-phenyl-piperidin-1-ylmethyl)-1-(3,4-dichlorophenyl)cyclopropanecarboxylic acid methyl ester). RXN SMILES: C[O:2][C:3]([C@@:5]1([C:25]2[CH:30]=[CH:29][C:28]([Cl:31])=[C:27]([Cl:32])[CH:26]=2)[CH2:7][C@H:6]1[CH2:8][N:9]1[CH2:14][CH2:13][C:12]([NH:21][C:22](=[O:24])[CH3:23])([C:15]2[CH:20]=[CH:19][CH:18]=[CH:17][CH:16]=2)[CH2:11][CH2:10]1)=[O:4].[OH-].[Li+].Cl>CO.O>[ClH:31].[C:22]([NH:21][C:12]1([C:15]2[CH:20]=[CH:19][CH:18]=[CH:17][CH:16]=2)[CH2:13][CH2:14][N:9]([CH2:8][C@@H:6]2[CH2:7][C@:5]2([C:25]2[CH:30]=[CH:29][C:28]([Cl:31])=[C:27]([Cl:32])[CH:26]=2)[C:3]([OH:4])=[O:2])[CH2:10][CH2:11]1)(=[O:24])[CH3:23] |f:1.2,6.7|. Procedure details: The oxalate salt of (1S,2R)-2-(4-Acetylamino-4-phenyl-piperidin-1-ylmethyl)-1-(3,4-dichlorophenyl)cyclopropanecarboxylic acid methyl ester (10 mmol) was dissolved in methanol (80 mL) and water (20 ml). Lithium hydroxide (50 mmol) was added and the mixture was heated to reflux for 2 h. The mixture was cooled to rt and acidified to pH 3 with concentrated hydrochloric acid and the precipitated product (1S,2R)-2-(4-Acetylamino-4-phenyl-piperidin-1-ylmethyl)-1-(3,4-dichlorophenyl)cyclopropanecarboxyl... Reactants: C(#N)C1=NC=C(C=C1)B1OC(C)(C)C(C)(C)O1 (2-cyanopyridine-5-boronic acid pinacol ester), ClC=1C=C(C=CC1C(C(C(F)(F)F)(O)C1=CC(=NC=C1)Cl)C)O (3-Chloro-4-[2-(2-chloro-pyridin-4-yl)-3,3,3-trifluoro-2-hydroxy-1-methyl-propyl]-phenol). The reagents and catalysts are C(C)(=O)[O-].[Cu+2].C(C)(=O)[O-] (Copper(II)acetate), CN(C)C=1C=CN=CC1 (DMAP). The solvent is C(C)#N (acetonitrile). Conditions: temperature 80 celsius, time 4 hour. The product is ClC=1C=C(OC=2C=CC(=NC2)C#N)C=CC1C(C(C(F)(F)F)(O)C1=CC(=NC=C1)Cl)C (5-{3-Chloro-4-[2-(2-chloro-pyridin-4-yl)-3,3,3-trifluoro-2-hydroxy-1-methyl-propyl]-phenoxy}-pyridine-2-carbonitrile). Reaction SMILES: [C:1]([C:3]1[CH:8]=[CH:7][C:6](B2OC(C)(C)C(C)(C)O2)=[CH:5][N:4]=1)#[N:2].[Cl:18][C:19]1[CH:20]=[C:21]([OH:40])[CH:22]=[CH:23][C:24]=1[CH:25]([CH3:39])[C:26]([C:32]1[CH:37]=[CH:36][N:35]=[C:34]([Cl:38])[CH:33]=1)([OH:31])[C:27]([F:30])([F:29])[F:28]>CN(C1C=CN=CC=1)C.C(#N)C.C([O-])(=O)C.[Cu+2].C([O-])(=O)C>[Cl:18][C:19]1[CH:20]=[C:21]([CH:22]=[CH:23][C:24]=1[CH:25]([CH3:39])[C:26]([C:32]1[CH:37]=[CH:36][N:35]=[C:34]([Cl:38])[CH:33]=1)([OH:31])[C:27]([F:30])([F:29])[F:28])[O:40][C:6]1[CH:7]=[CH:8][C:3]([C:1]#[N:2])=[N:4][CH:5]=1 |f:4.5.6|. Procedure: Copper(II)acetate (55 mg), 2-cyanopyridine-5-boronic acid pinacol ester (CAS Reg. No. 741709-63-7, 69 mg), and DMAP (61 mg) were added to a solution of 3-chloro-4-[2-(2-chloro-pyridin-4-yl)-3,3,3-trifluoro-2-hydroxy-1-methyl-propyl]-phenol (Example 19 step 5, 37 mg) in acetonitrile (3 ml). The mixture was stirred with molecular sieves under air atmosphere for 4 h at 80° C., and then filtered over Celite concentrated to an oil. The residue was purified by prep. HPLC (C18-column, solvent gradient ... The reactants are ClC1=C(C=CC=C1)C1C(=C(NC(=C1C(=O)OC)C)COCC(=O)NN)C(=O)OCC (2-{[4-(2-chlorophenyl)-3-ethoxycarbonyl-5-methoxycarbonyl-6-methyl-1,4-dihydropyridin-2-yl]methoxy}-acetylhydrazine), S(=O)(=O)(O)O.CSC(N)=N (2-methylisothiourea sulphate), N12CCCN=C2CCC1 (1,5-diazabicyclo[4.3.0]non-5-ene). Solvent: C(CCC)O (n-butanol). Product: NC1=NNC(=N1)COCC=1NC(=C(C(C1C(=O)OCC)C1=C(C=CC=C1)Cl)C(=O)OC)C (3-Amino-5-{[4-(2-chlorophenyl)-3-ethoxycarbonyl-5-methoxycarbonyl-6-methyl-1,4-dihydropyridin-2-yl]methoxymethyl}-1,2,4-triazole). The yield is 15.3%. As a reaction SMILES: [Cl:1][C:2]1[CH:7]=[CH:6][CH:5]=[CH:4][C:3]=1[CH:8]1[C:13]([C:14]([O:16][CH3:17])=[O:15])=[C:12]([CH3:18])[NH:11][C:10]([CH2:19][O:20][CH2:21][C:22]([NH:24][NH2:25])=O)=[C:9]1[C:26]([O:28][CH2:29][CH3:30])=[O:27].S(O)(O)(=O)=O.CS[C:38](=[NH:40])[NH2:39].N12CCCC1=NCCC2>C(O)CCC>[NH2:40][C:38]1[N:39]=[C:22]([CH2:21][O:20][CH2:19][C:10]2[NH:11][C:12]([CH3:18])=[C:13]([C:14]([O:16][CH3:17])=[O:15])[CH:8]([C:3]3[CH:4]=[CH:5][CH:6]=[CH:7][C:2]=3[Cl:1])[C:9]=2[C:26]([O:28][CH2:29][CH3:30])=[O:27])[NH:24][N:25]=1 |f:1.2|. Procedure details: A solution of 2-{[4-(2-chlorophenyl)-3-ethoxycarbonyl-5-methoxycarbonyl-6-methyl-1,4-dihydropyridin-2-yl]methoxy}-acetylhydrazine (0.87 g), 2-methylisothiourea sulphate (0.68 g) and 1,5-diazabicyclo[4.3.0]non-5-ene (0.74 g) in n-butanol (30 ml) was heated under reflux for 16 hours and then evaporated. The residue was partitioned between dichloromethane and water and the organic layer dried (Na2SO4) and evaporated. The residual oil was purified by chromatography on silica (t.l.c. grade, 10 g) usi... The reactants are CC1=CC(=C(C2=C1C(=O)OC=3C(=C(C=C(C3O2)C(=O)O)OC)C)C=O)O (Psoromic acid), [OH-].[Li+] (lithium hydroxide), Cl (HCl). Reaction conditions: time 8 hour. The product is CC1=CC(=C(C(=C1C(=O)O)OC1=C(C(=C(C=C1C(=O)O)OC)C)O)C=O)O (6-Methyl-3-formyl-4-hydroxy-2-(3-methyl-6-carboxy-2-hydroxy-4-methoxy-phenoxy)-benzoic acid). Reaction SMILES: [CH3:1][C:2]1[C:7]2[C:8]([O:10][C:11]3[C:12]([CH3:23])=[C:13]([O:21][CH3:22])[CH:14]=[C:15]([C:18]([OH:20])=[O:19])[C:16]=3[O:17][C:6]=2[C:5]([CH:24]=[O:25])=[C:4]([OH:26])[CH:3]=1)=[O:9].Cl.[OH-:28].[Li+]>>[CH3:1][C:2]1[C:7]([C:8]([OH:9])=[O:28])=[C:6]([O:17][C:16]2[C:15]([C:18]([OH:20])=[O:19])=[CH:14][C:13]([O:21][CH3:22])=[C:12]([CH3:23])[C:11]=2[OH:10])[C:5]([CH:24]=[O:25])=[C:4]([OH:26])[CH:3]=1 |f:2.3|. Procedure details: Psoromic acid (35 mg, 1 mmol) was dissolved in 1 mol/L of aqueous lithium hydroxide (3 ml), and the reaction is allowed to stand overnight. The solution was acidified to a pH of 4 with 1 mol/L dilute HCl, filtered, and collected to give a white solid product. The reactants are ClCC([C@]1([C@@H](C[C@H]2[C@@H]3CCC4=CC(C=C[C@]4(C)[C@]3([C@H](C[C@]12C)O)F)=O)OCC(=C)C1=CC=CC=C1)O)=O (21-chloro-9-fluoro-11β,17-dihydroxy-16α-[(2-phenyl-2-propenyl)oxy]pregna-1,4-diene-3,20-dione), ClC1=CC(=CC=C1)C(=O)OO (m-chloroperbenzoic acid). Run in ClCCl (dichloromethane). Yields the product ClCC([C@]1([C@@H](C[C@H]2[C@@H]3CCC4=CC(C=C[C@]4(C)[C@]3([C@H](C[C@]12C)O)F)=O)OCC1(OC1)C1=CC=CC=C1)O)=O (21-chloro-9-fluoro-11β,17-dihydroxy-16α-[(2-phenyloxiranyl)methoxy]pregna-1,4-diene-3,20-dione). Isolated yield 116.5%. Reaction SMILES: [Cl:1][CH2:2][C:3](=[O:37])[C@:4]1([OH:36])[C@:21]2([CH3:22])[C@H:7]([C@H:8]3[C@:18]([F:24])([C@@H:19]([OH:23])[CH2:20]2)[C@:16]2([CH3:17])[C:11](=[CH:12][C:13](=[O:25])[CH:14]=[CH:15]2)[CH2:10][CH2:9]3)[CH2:6][C@H:5]1[O:26][CH2:27][C:28]([C:30]1[CH:35]=[CH:34][CH:33]=[CH:32][CH:31]=1)=[CH2:29].ClC1C=CC=C(C(OO)=[O:46])C=1>ClCCl>[Cl:1][CH2:2][C:3](=[O:37])[C@:4]1([OH:36])[C@:21]2([CH3:22])[C@H:7]([C@H:8]3[C@:18]([F:24])([C@@H:19]([OH:23])[CH2:20]2)[C@:16]2([CH3:17])[C:11](=[CH:12][C:13](=[O:25])[CH:14]=[CH:15]2)[CH2:10][CH2:9]3)[CH2:6][C@H:5]1[O:26][CH2:27][C:28]1([C:30]2[CH:35]=[CH:34][CH:33]=[CH:32][CH:31]=2)[CH2:29][O:46]1. Procedure details: A solution of 4.0 g of 21-chloro-9-fluoro-11β,17-dihydroxy-16α-[(2-phenyl-2-propenyl)oxy]pregna-1,4-diene-3,20-dione in 100 ml of dichloromethane is stirred with 1.6 g of m-chloroperbenzoic acid for 1 hour at room temperature. The resulting solution is washed with a mixture of 100 ml each of 5% sodium sulfite solution and 5% sodium bicarbonate solution, dried, and evaporated in vacuo to give 4.8 g of crude 21-chloro-9-fluoro-11β,17-dihydroxy-16α-[(2-phenyloxiranyl)methoxy]pregna-1,4-diene-3,20-d... Reactants: CS(=O)(=O)CCN1CCNCC1, CCOc1ncc(C2=NC(c3ccc(Cl)cc3)C(c3ccc(Cl)cc3)N2C(=O)N2CCNC(=O)C2)c(OCC)n1, Cl, Cl. Yields the product CCOc1ncc(C2=NC(c3ccc(Cl)cc3)C(c3ccc(Cl)cc3)N2C(=O)N2CCN(CCS(C)(=O)=O)CC2)c(OCC)n1. As a reaction SMILES: [CH3:43][S:44](=[O:45])(=[O:46])[CH2:47][CH2:48][N:49]1[CH2:50][CH2:51][NH:52][CH2:53][CH2:54]1.[Cl:1][c:2]1[cH:3][cH:4][c:5]([CH:8]2[N:9]=[C:10]([c:29]3[c:30]([O:38][CH2:39][CH3:40])[n:31][c:32]([O:35][CH2:36][CH3:37])[n:33][cH:34]3)[N:11]([C:20](=[O:21])[N:22]3[CH2:23][CH2:24][NH:25][C:26](=[O:27])[CH2:28]3)[CH:12]2[c:13]2[cH:14][cH:15][c:16]([Cl:19])[cH:17][cH:18]2)[cH:6][cH:7]1.[ClH:41].[ClH:42]>>[Cl:1][c:2]1[cH:3][cH:4][c:5]([CH:8]2[N:9]=[C:10]([c:29]3[c:30]([O:38][CH2:39][CH3:40])[n:31][c:32]([O:35][CH2:36][CH3:37])[n:33][cH:34]3)[N:11]([C:20](=[O:21])[N:52]3[CH2:51][CH2:50][N:49]([CH2:48][CH2:47][S:44]([CH3:43])(=[O:45])=[O:46])[CH2:54][CH2:53]3)[CH:12]2[c:13]2[cH:14][cH:15][c:16]([Cl:19])[cH:17][cH:18]2)[cH:6][cH:7]1.